From a dataset of the Open Reaction Database (ORD), a public repository of structured organic reaction records. describe an organic reaction: reactants, conditions, products, and yield The reactants are intermediate B, N1(CCCC1)C1(CCC1)C#N (1-pyrrolidin-1-yl-cyclobutanecarbonitrile), N1(CCCC1)C1(CCC1)C#N (1-pyrrolidin-1-yl-cyclobutanecarbonitrile), C1(=CC=CC=C1)[Li] (phenyllithium). Product: C1(=CC=CC=C1)C(C1(CCC1)N1CCCC1)N (C-Phenyl-C-(1-pyrrolidin-1-yl-cyclobutyl)-methylamine). Reaction SMILES: [N:1]1([C:6]2([C:10]#[N:11])[CH2:9][CH2:8][CH2:7]2)[CH2:5][CH2:4][CH2:3][CH2:2]1.[C:12]1([Li])[CH:17]=[CH:16][CH:15]=[CH:14][CH:13]=1>>[C:12]1([CH:10]([NH2:11])[C:6]2([N:1]3[CH2:5][CH2:4][CH2:3][CH2:2]3)[CH2:7][CH2:8][CH2:9]2)[CH:17]=[CH:16][CH:15]=[CH:14][CH:13]=1. Procedure: The title compound, light yellow liquid, MS: m/e=231.1 [(M+H)+], was prepared in accordance with the general method of intermediate B from 1-pyrrolidin-1-yl-cyclobutanecarbonitrile (intermediate F) and phenyllithium. The reactants are O (water), C(C1=CC=CC=C1)SC1=CC=C(C(=N1)OC)OC (6-(benzylsulfanyl)-2,3-dimethoxypyridine), C(C1=CC=CC=C1)SC1=CC=C(C(=N1)OC)OC (6-(benzylsulfanyl)-2,3-dimethoxypyridine), B(Br)(Br)Br (boron tribromide). Solvent: ClCCl (dichloromethane), ClCCl (dichloromethane). Conditions: temperature 0 celsius, time 1 hour. Yields the product C(C1=CC=CC=C1)SC1=CC=C(C(N1)=O)O (6-(benzylsulfanyl)-3-hydroxypyridin-2(1H)-one). Yield: 19.7%. As a reaction SMILES: [CH2:1]([S:8][C:9]1[N:14]=[C:13]([O:15]C)[C:12]([O:17]C)=[CH:11][CH:10]=1)[C:2]1[CH:7]=[CH:6][CH:5]=[CH:4][CH:3]=1.B(Br)(Br)Br.O>ClCCl>[CH2:1]([S:8][C:9]1[NH:14][C:13](=[O:15])[C:12]([OH:17])=[CH:11][CH:10]=1)[C:2]1[CH:3]=[CH:4][CH:5]=[CH:6][CH:7]=1. Procedure: To a solution of 6-(benzylsulfanyl)-2,3-dimethoxypyridine (Intermediate 44, 0.2 g, 0.76 mmol) in dichloromethane (1 ml) was added a solution of boron tribromide in dichloromethane (1 M, 0.77 g, 3.1 mmol) at −5° C. and reaction was stirred for 1 hour at 0° C. The temperature was gradually allowed to rise to room temperature before the mixture was stirred for a further 1 hour at room temperature. Upon cooling to 0° C. water (10 ml) was added drop-wise and the resulting mixture was filtered and the... The reactants are C(C=C)#N (acrylonitrile), C(OC(C)(C)OOC(C)(C)C)([O-])=O (t-butylperoxy-isopropyl carbonate), C=CC1=CC=CC=C1 (styrene), C(C)C1=CC=CC=C1 (ethylbenzene). Product: C=CC1=CC=CC=C1.C(C=C)#N (styrene acrylonitrile). As a reaction SMILES: [C:1](#[N:4])[CH:2]=[CH2:3].[CH2:5]=[CH:6][C:7]1[CH:12]=[CH:11][CH:10]=[CH:9][CH:8]=1.C(C1C=CC=CC=1)C.C(=O)([O-])OC(OOC(C)(C)C)(C)C>>[CH2:5]=[CH:6][C:7]1[CH:12]=[CH:11][CH:10]=[CH:9][CH:8]=1.[C:1](#[N:4])[CH:2]=[CH2:3] |f:4.5|. Reported procedure: A liquid mixture consisting of 4.7 parts by weight of acrylonitrile, 73.3 parts by weight of styrene, 22 parts by weight of ethylbenzene and 0.02 parts by weight of t-butylperoxy-isopropyl carbonate employed as a polymerization initiator was supplied continuously into a complete mixing-type reactor (capacity: 5 liter) at a flow rate of 2.5 liter/hr and polymerization was performed at 142° C. until the degree of polymerization reached 60%. Then the polymer solution was fed continuously into a ven... Starting materials: CC(C)(C)OC(=O)N1CCCC(NCc2cc(C(C)(F)F)ccc2OC(F)(F)F)C1c1ccccc1, COc1ccc(C(C)(C)C(F)(F)F)cc1C=O, CC(C)(C)OC(=O)N1CCCC(N)C1c1ccccc1. Product: COc1ccc(C(C)(C)C(F)(F)F)cc1CNC1CCCN(C(=O)OC(C)(C)C)C1c1ccccc1. As a reaction SMILES: [C:38]([O:39][C:40]([N:41]1[CH2:42][CH2:43][CH2:44][CH:45]([NH:46][CH2:47][c:48]2[cH:49][c:50]([C:51]([F:52])([F:53])[CH3:54])[cH:55][cH:56][c:57]2[O:58][C:59]([F:60])([F:61])[F:62])[CH:63]1[c:64]1[cH:65][cH:66][cH:67][cH:68][cH:69]1)=[O:70])([CH3:71])([CH3:72])[CH3:73].[CH3:21][C:22]([C:23]([F:24])([F:25])[F:26])([CH3:27])[c:28]1[cH:29][cH:30][c:31]([O:36][CH3:37])[c:32]([CH:33]=[O:34])[cH:35]1.[NH2:1][CH:2]1[CH:3]([c:15]2[cH:16][cH:17][cH:18][cH:19][cH:20]2)[N:4]([C:8](=[O:9])[O:10][C:11]([CH3:12])([CH3:13])[CH3:14])[CH2:5][CH2:6][CH2:7]1>>[NH:1]([CH:2]1[CH:3]([c:15]2[cH:16][cH:17][cH:18][cH:19][cH:20]2)[N:4]([C:8](=[O:9])[O:10][C:11]([CH3:12])([CH3:13])[CH3:14])[CH2:5][CH2:6][CH2:7]1)[CH2:33][c:32]1[c:31]([O:36][CH3:37])[cH:30][cH:29][c:28]([C:22]([CH3:21])([C:23]([F:24])([F:25])[F:26])[CH3:27])[cH:35]1. Starting materials: [Cl-].[Mg+2].[Cl-] (magnesium chloride), Grignard reagent, C(C)(C)(C)Cl (t-butyl chloride), [Mg] (magnesium), [Sn](Cl)(Cl)(Cl)Cl (tin(iv) chloride). The solvent is CCCCCCC (heptane), O1CCCC1 (tetrahydrofuran). The product is C(C)(C)(C)[Sn](C(C)(C)C)(Cl)Cl (Di-t-butyltin dichloride). RXN SMILES: [C:1](Cl)([CH3:4])([CH3:3])[CH3:2].[Mg].[Sn:7]([Cl:11])(Cl)(Cl)[Cl:8].[Cl-].[Mg+2].[Cl-]>CCCCCCC.O1CCCC1>[C:1]([Sn:7]([Cl:11])([Cl:8])[C:1]([CH3:4])([CH3:3])[CH3:2])([CH3:4])([CH3:3])[CH3:2] |f:3.4.5|. Reported procedure: The Grignard reagent from t-butyl chloride (92.5 g., 1 mole), magnesium (24.3 g., 1 mole) and tetrahydrofuran (11.) was added dropwise to a solution of tin(iv) chloride (104 g., 0.4 mole) in heptane (11.). A vigorous reaction started at once and magnesium chloride precipitated. After completion of the addition, the mixture was refluxed for 4 hrs. Cooling and work-up gave a yellow oil. This was distilled to give the desired product as a clear oil which solidified readily (70.0 g., 58%), m.p. 42°-... Starting materials: CCCCP(CCCC)CCCC, Cc1ccccc1, O=C(N=NC(=O)N1CCCCC1)N1CCCCC1, O=C1SC(Cc2ccc(O)cc2)C(=O)N1C(c1ccccc1)(c1ccccc1)c1ccccc1, Cc1cc(C)c2nc(CO)n(C)c2n1. The product is Cc1cc(C)c2nc(COc3ccc(CC4SC(=O)N(C(c5ccccc5)(c5ccccc5)c5ccccc5)C4=O)cc3)n(C)c2n1. As a reaction SMILES: [CH2:49]([P:50]([CH2:51][CH2:52][CH2:53][CH3:54])[CH2:55][CH2:56][CH2:57][CH3:58])[CH2:59][CH2:60][CH3:61].[CH3:80][c:81]1[cH:82][cH:83][cH:84][cH:85][cH:86]1.[N:62]([C:63]([N:64]1[CH2:65][CH2:66][CH2:67][CH2:68][CH2:69]1)=[O:70])=[N:71][C:72]([N:73]1[CH2:74][CH2:75][CH2:76][CH2:77][CH2:78]1)=[O:79].[OH:15][c:16]1[cH:17][cH:18][c:19]([CH2:20][CH:21]2[C:22](=[O:46])[N:23]([C:27]([c:28]3[cH:29][cH:30][cH:31][cH:32][cH:33]3)([c:34]3[cH:35][cH:36][cH:37][cH:38][cH:39]3)[c:40]3[cH:41][cH:42][cH:43][cH:44][cH:45]3)[C:24](=[O:26])[S:25]2)[cH:47][cH:48]1.[OH:1][CH2:2][c:3]1[n:4]([CH3:14])[c:5]2[n:6][c:7]([CH3:13])[cH:8][c:9]([CH3:12])[c:10]2[n:11]1>>[O:1]([CH2:2][c:3]1[n:4]([CH3:14])[c:5]2[n:6][c:7]([CH3:13])[cH:8][c:9]([CH3:12])[c:10]2[n:11]1)[c:16]1[cH:17][cH:18][c:19]([CH2:20][CH:21]2[C:22](=[O:46])[N:23]([C:27]([c:28]3[cH:29][cH:30][cH:31][cH:32][cH:33]3)([c:34]3[cH:35][cH:36][cH:37][cH:38][cH:39]3)[c:40]3[cH:41][cH:42][cH:43][cH:44][cH:45]3)[C:24](=[O:26])[S:25]2)[cH:47][cH:48]1.